describe an organic reaction: reactants, conditions, products, and yield From a dataset of the Open Reaction Database (ORD), a public repository of structured organic reaction records. The reactants are COc1ccc(C(=O)O)cc1OC, COc1ccccc1OC, O. The product is COc1ccc(C(=O)c2ccc(OC)c(OC)c2)cc1OC. As a reaction SMILES: [CH3:11][O:12][c:13]1[cH:14][cH:15][c:16]([C:21]([OH:22])=[O:23])[cH:17][c:18]1[O:19][CH3:20].[CH3:1][O:2][c:3]1[cH:4][cH:5][cH:6][cH:7][c:8]1[O:9][CH3:10].[OH2:24]>>[CH3:1][O:2][c:3]1[cH:4][c:5]([C:21]([c:16]2[cH:15][cH:14][c:13]([O:12][CH3:11])[c:18]([O:19][CH3:20])[cH:17]2)=[O:22])[cH:6][cH:7][c:8]1[O:9][CH3:10]. RXN SMILES: Cl[C:2]1[CH:3]=[C:4]2[C:12](=[O:13])[C:11]3[C:14]([F:31])=[C:15]([NH:18][S:19]([N:22]([CH2:24][CH:25]4[CH2:30][O:29][CH2:28][CH2:27][O:26]4)[CH3:23])(=[O:21])=[O:20])[CH:16]=[CH:17][C:10]=3[CH:9]=[CH:8][C:5]2=[N:6][CH:7]=1.[CH3:32][N:33]1[CH:37]=[C:36](B2OC(C)(C)C(C)(C)O2)[CH:35]=[N:34]1.C([PH+](C(C)(C)C)C(C)(C)C)(C)(C)C.[F-].[K+]>CN(C=O)C.C1C=CC(/C=C/C(/C=C/C2C=CC=CC=2)=O)=CC=1.C1C=CC(/C=C/C(/C=C/C2C=CC=CC=2)=O)=CC=1.C1C=CC(/C=C/C(/C=C/C2C=CC=CC=2)=O)=CC=1.[Pd].[Pd]>[O:26]1[CH2:27][CH2:28][O:29][CH2:30][CH:25]1[CH2:24][N:22]([CH3:23])[S:19]([NH:18][C:15]1[CH:16]=[CH:17][C:10]2[CH:9]=[CH:8][C:5]3=[N:6][CH:7]=[C:2]([C:36]4[CH:35]=[N:34][N:33]([CH3:32])[CH:37]=4)[CH:3]=[C:4]3[C:12](=[O:13])[C:11]=2[C:14]=1[F:31])(=[O:21])=[O:20] |f:3.4,6.7.8.9.10|. Procedure details: To a stirred solution of N′-(3-chloro-6-fluoro-5-oxo-5H-benzo[4,5]cyclohepta[1,2-b]pyridin-7-yl)-N-(1,4-dioxan-2-ylmethyl)-N-methylsulfamide (127 mg, 0.271 mmol) in DMF (7 mL) were added 1-methyl-4-(4,4,5,5-tetramethyl-1,3,2-dioxaborolan-2-yl)-1H-pyrazole (113 mg, 0.543 mmol), tri-t-butylphosphonium tetraflroroborate (16 mg, 0.054 mmol), potassium fluoride (52 mg, 0.896 mmol), and Pd2(dba)3 (25 mg, 0.027 mmol). The reaction mixture was purged with N2 for 5 min, heated to 130 C for 9 h, cooled to... Solvent: CN(C)C=O (DMF). The reagents and catalysts are C=1C=CC(=CC1)/C=C/C(=O)/C=C/C2=CC=CC=C2.C=1C=CC(=CC1)/C=C/C(=O)/C=C/C2=CC=CC=C2.C=1C=CC(=CC1)/C=C/C(=O)/C=C/C2=CC=CC=C2.[Pd].[Pd] (Pd2(dba)3). Product: O1C(COCC1)CN(S(=O)(=O)NC=1C=CC2=C(C(C=3C(=NC=C(C3)C=3C=NN(C3)C)C=C2)=O)C1F)C (N-(1,4-dioxan-2-ylmethyl)-N′-[6-fluoro-3-(1-methyl-1H-pyrazol-4-yl)-5-oxo-5H-benzo[4,5]cyclohepta[1,2-b]pyridin-7-yl]-N-methylsulfamide). Reactants: ClC=1C=C2C(=NC1)C=CC1=C(C2=O)C(=C(C=C1)NS(=O)(=O)N(C)CC1OCCOC1)F (N′-(3-chloro-6-fluoro-5-oxo-5H-benzo[4,5]cyclohepta[1,2-b]pyridin-7-yl)-N-(1,4-dioxan-2-ylmethyl)-N-methylsulfamide), CN1N=CC(=C1)B1OC(C(O1)(C)C)(C)C (1-methyl-4-(4,4,5,5-tetramethyl-1,3,2-dioxaborolan-2-yl)-1H-pyrazole), C(C)(C)(C)[PH+](C(C)(C)C)C(C)(C)C (tri-t-butylphosphonium), [F-].[K+] (potassium fluoride). The reactants are O (water), OCC(C)[C@H]1[C@@H](C[C@@H](CC1)C)O ((1R, 2S, 5R)-2-(2-hydroxy-1-methylethyl)-5-methylcyclohexanol), C(C)(C)I (isopropyl iodide), [H-].[Na+] (sodium hydride). Solvent: C(OC)COC (dimethoxyethane). Reaction conditions: time 30 minute. The product is C(C)(C)OCC(C)[C@H]1[C@@H](C[C@@H](CC1)C)O ((1R, 2S, 5R)-2-(2-isopropoxy-1-methylethyl)-5-methylcyclohexanol). The yield is 71.1%. As a reaction SMILES: [OH:1][CH2:2][CH:3]([C@@H:5]1[CH2:10][CH2:9][C@@H:8]([CH3:11])[CH2:7][C@H:6]1[OH:12])[CH3:4].[H-].[Na+].[CH:15](I)([CH3:17])[CH3:16].O>C(COC)OC>[CH:15]([O:1][CH2:2][CH:3]([C@@H:5]1[CH2:10][CH2:9][C@@H:8]([CH3:11])[CH2:7][C@H:6]1[OH:12])[CH3:4])([CH3:17])[CH3:16] |f:1.2|. Reported procedure: 20.0 g (0.12 mol) of (1R, 2S, 5R)-2-(2-hydroxy-1-methylethyl)-5-methylcyclohexanol was dissolved in 100 ml of dimethoxyethane, and 3.3 g (0.14 mol) of sodium hydride was added to the solution. The mixture was agitated for 30 min, and 23.7 g (0.14 mol) of isopropyl iodide was dropped thereinto and continued to agitate at room temperature for 24 hr. After the completion of the reaction, 300 ml of water was added to the reaction fluid and agitated. The reaction product was extracted with ether. The... The reactants are CC=1SC=C(N1)CN1C(N(C(C2=C1C=C(S2)C2=CC=CC=C2)=O)C2CCN(CC2)C(=O)OC(C)(C)C)=O (tert-butyl 4-{1-[(2-methyl-1,3-thiazol-4-yl)methyl]-2,4-dioxo-6-phenyl-1,4-dihydrothieno[3,2-d]pyrimidin-3(2H)-yl}piperidine-1-carboxylate), CC=1SC=C(N1)CN1C(N(C(C2=C1C=C(S2)C2=CC=CC=C2)=O)C2CCN(CC2)C(=O)OC(C)(C)C)=O (tert-butyl 4-{1-[(2-methyl-1,3-thiazol-4-yl)methyl]-2,4-dioxo-6-phenyl-1,4-dihydrothieno[3,2-d]pyrimidin-3(2H)-yl}piperidine-1-carboxylate), Cl (hydrogen chloride). The solvent is O1CCOCC1 (1,4-dioxane). Reaction conditions: time 2.5 hour. Product: Cl.CC=1SC=C(N1)CN1C(N(C(C2=C1C=C(S2)C2=CC=CC=C2)=O)C2CCNCC2)=O (1-[(2-methyl-1,3-thiazol-4-yl)methyl]-6-phenyl-3-(piperidin-4-yl)thieno[3,2-d]pyrimidine-2,4(1H,3H)-dione hydrochloride). Reaction SMILES: [CH3:1][C:2]1[S:3][CH:4]=[C:5]([CH2:7][N:8]2[C:13]3[CH:14]=[C:15]([C:17]4[CH:22]=[CH:21][CH:20]=[CH:19][CH:18]=4)[S:16][C:12]=3[C:11](=[O:23])[N:10]([CH:24]3[CH2:29][CH2:28][N:27](C(OC(C)(C)C)=O)[CH2:26][CH2:25]3)[C:9]2=[O:37])[N:6]=1.[ClH:38]>O1CCOCC1>[ClH:38].[CH3:1][C:2]1[S:3][CH:4]=[C:5]([CH2:7][N:8]2[C:13]3[CH:14]=[C:15]([C:17]4[CH:18]=[CH:19][CH:20]=[CH:21][CH:22]=4)[S:16][C:12]=3[C:11](=[O:23])[N:10]([CH:24]3[CH2:29][CH2:28][NH:27][CH2:26][CH2:25]3)[C:9]2=[O:37])[N:6]=1 |f:3.4|. Procedure details: A suspension of tert-butyl 4-{1-[(2-methyl-1,3-thiazol-4-yl)methyl]-2,4-dioxo-6-phenyl-1,4-dihydrothieno[3,2-d]pyrimidin-3(2H)-yl}piperidine-1-carboxylate (1.0 g; compound B10) in a solution of hydrogen chloride in 1,4-dioxane (12 ml, 4.0 M) is stirred for 2.5 h at RT. The suspension is filtered and the filter cake is washed with 1,4-dioxane to give the title compound as a solid. Reactants: C1(C=2C(C(N1CCCCSC1=CC=NC=C1)=O)=CC=CC2)=O (4-(4-phthalimidobutylthio)pyridine), [Na].[BH4-] (sodium borohydride). Run in C(C)O (ethanol). Reaction conditions: time 2.5 hour. Yields the product OC1N(C(C2=CC=CC=C12)=O)CCCCSC1=CC=NC=C1 (4-[4-(3-hydroxyisoindolin-1-on-2-yl)butylthio]pyridine). The yield is 0.0%. RXN SMILES: [C:1]1(=[O:22])[N:5]([CH2:6][CH2:7][CH2:8][CH2:9][S:10][C:11]2[CH:16]=[CH:15][N:14]=[CH:13][CH:12]=2)[C:4](=[O:17])[C:3]2=[CH:18][CH:19]=[CH:20][CH:21]=[C:2]12.[Na].[BH4-]>C(O)C>[OH:22][CH:1]1[C:2]2[C:3](=[CH:18][CH:19]=[CH:20][CH:21]=2)[C:4](=[O:17])[N:5]1[CH2:6][CH2:7][CH2:8][CH2:9][S:10][C:11]1[CH:16]=[CH:15][N:14]=[CH:13][CH:12]=1 |f:1.2,^1:22|. Reported procedure: To a solution of 6.25 g (20.0 mol) of 4-(4-phthalimidobutylthio)pyridine in 300 ml of ethanol, 1.51 g (40 mmol) of sodium-borohydride was added, and the mixture was stirred at room temperature for 2.5 hours. The solvent was distilled off and saturated saline was added to the residue. The mixture was extracted with chloroform and the extract was dried over anhydrous magnesium sulfate. The solvent was distilled off and the residue was purified by column chromatography (eluent: ethyl acetate) to gi... Starting materials: C(C1=CC=CC=C1)OC(NC(CC1=CC(=C(C=C1)OCC1=CC=CC=C1)C(C)(C)C)COS(=O)(=O)C)=O (2-(4-benzyloxy-3-t-butylphenyl)-1-methanesulfonyloxymethylethylcarbamic acid benzyl ester), [C-]#N.[K+] (potassium cyanide), O (water). Solvent: CS(=O)C (DMSO). Reaction conditions: temperature 70 celsius, time 4 hour. Product: C(C1=CC=CC=C1)OC(NC(CC1=CC(=C(C=C1)OCC1=CC=CC=C1)C(C)(C)C)CC#N)=O (2-(4-benzyloxy-3-t-butylphenyl)-1-cyanomethylethylcarbamic acid benzyl ester). The yield is 73.5%. Reaction SMILES: [CH2:1]([O:8][C:9](=[O:37])[NH:10][CH:11]([CH2:31]OS(C)(=O)=O)[CH2:12][C:13]1[CH:18]=[CH:17][C:16]([O:19][CH2:20][C:21]2[CH:26]=[CH:25][CH:24]=[CH:23][CH:22]=2)=[C:15]([C:27]([CH3:30])([CH3:29])[CH3:28])[CH:14]=1)[C:2]1[CH:7]=[CH:6][CH:5]=[CH:4][CH:3]=1.[C-:38]#[N:39].[K+].O>CS(C)=O>[CH2:1]([O:8][C:9](=[O:37])[NH:10][CH:11]([CH2:31][C:38]#[N:39])[CH2:12][C:13]1[CH:18]=[CH:17][C:16]([O:19][CH2:20][C:21]2[CH:26]=[CH:25][CH:24]=[CH:23][CH:22]=2)=[C:15]([C:27]([CH3:28])([CH3:29])[CH3:30])[CH:14]=1)[C:2]1[CH:3]=[CH:4][CH:5]=[CH:6][CH:7]=1 |f:1.2|. Procedure details: To a solution of 2-(4-benzyloxy-3-t-butylphenyl)-1-methanesulfonyloxymethylethylcarbamic acid benzyl ester 1.93 g, 4.23 mmol) in DMSO (11 ml), potassium cyanide (827 mg, 12.7 mmol) was added and heated at 70° C. After stirring for 4 hours, the mixture was mixed with water and extracted with ethyl acetate. The organic layer was washed with saturated brine, dried over anhydrous magnesium sulfate and evaporated to remove the solvent under reduced pressure; the thus obtained residue was subjected to...